Dataset: the Open Reaction Database (ORD), a public repository of structured organic reaction records. Task: describe an organic reaction: reactants, conditions, products, and yield Reactants: ClC1=C2C(=C(N=N1)N1[C@@H](CN(CC1)C(=O)C1=CC=CC=C1)C)N=CC=C2 ((R)-(4-(5-chloropyrido[2,3-d]pyridazin-8-yl)-3-methylpiperazin-1-yl)(phenyl)methanone), C([O-])([O-])=O.[Na+].[Na+] (sodium carbonate), C(#N)C1=CC=C(C=C1)B(O)O (4-cyanophenylboronic acid). Procedure: Using methods described in Example 6, and starting with (R)-(4-(5-chloropyrido[2,3-d]pyridazin-8-yl)-3-methylpiperazin-1-yl)(phenyl)methanone 79 (360 mg, 979 mmol), 2 M sodium carbonate (979 μl, 196 mmol), 4-cyanophenylboronic acid (216 mg, 1.47 mmol), and tetrakis(triphenylphosphine)palladium (57 mg, 49 μmol) afforded (R)-4-(8-(4-benzoyl-2-methylpiperazin-1-yl)pyrido[2,3-d]pyridazin-5-yl)benzonitrile 85 (138 mg, 32% yield) after chromatographic purification. MS 434.2 (calc'd) 435.1 (M+H, found)... Product: C(C1=CC=CC=C1)(=O)N1C[C@H](N(CC1)C=1N=NC(=C2C1N=CC=C2)C2=CC=C(C#N)C=C2)C ((R)-4-(8-(4-benzoyl-2-methylpiperazin-1-yl)pyrido[2,3-d]pyridazin-5-yl)benzonitrile). Reagents/catalysts: C=1C=CC(=CC1)[P](C=2C=CC=CC2)(C=3C=CC=CC3)[Pd]([P](C=4C=CC=CC4)(C=5C=CC=CC5)C=6C=CC=CC6)([P](C=7C=CC=CC7)(C=8C=CC=CC8)C=9C=CC=CC9)[P](C=1C=CC=CC1)(C=1C=CC=CC1)C=1C=CC=CC1 (tetrakis(triphenylphosphine)palladium). Yield: 21.6%. As a reaction SMILES: Cl[C:2]1[N:7]=[N:6][C:5]([N:8]2[CH2:13][CH2:12][N:11]([C:14]([C:16]3[CH:21]=[CH:20][CH:19]=[CH:18][CH:17]=3)=[O:15])[CH2:10][C@H:9]2[CH3:22])=[C:4]2[N:23]=[CH:24][CH:25]=[CH:26][C:3]=12.C(=O)([O-])[O-].[Na+].[Na+].[C:33]([C:35]1[CH:40]=[CH:39][C:38](B(O)O)=[CH:37][CH:36]=1)#[N:34]>C1C=CC([P]([Pd]([P](C2C=CC=CC=2)(C2C=CC=CC=2)C2C=CC=CC=2)([P](C2C=CC=CC=2)(C2C=CC=CC=2)C2C=CC=CC=2)[P](C2C=CC=CC=2)(C2C=CC=CC=2)C2C=CC=CC=2)(C2C=CC=CC=2)C2C=CC=CC=2)=CC=1>[C:14]([N:11]1[CH2:12][CH2:13][N:8]([C:5]2[N:6]=[N:7][C:2]([C:38]3[CH:39]=[CH:40][C:35]([C:33]#[N:34])=[CH:36][CH:37]=3)=[C:3]3[CH:26]=[CH:25][CH:24]=[N:23][C:4]=23)[C@H:9]([CH3:22])[CH2:10]1)(=[O:15])[C:16]1[CH:21]=[CH:20][CH:19]=[CH:18][CH:17]=1 |f:1.2.3,^1:47,49,68,87|. The reagents and catalysts are C=1C=CC(=CC1)[P](C=2C=CC=CC2)(C=3C=CC=CC3)[Pd]([P](C=4C=CC=CC4)(C=5C=CC=CC5)C=6C=CC=CC6)([P](C=7C=CC=CC7)(C=8C=CC=CC8)C=9C=CC=CC9)[P](C=1C=CC=CC1)(C=1C=CC=CC1)C=1C=CC=CC1 (tetrakis(triphenylphosphine)palladium(0)). The product is N1=CC(=CC=C1)C1=CC2=C(N=C(S2)NC(=O)N2CCC(CC2)=CC2=NC=CC=C2)C=C1 (N-(6-(pyridin-3-yl)-benzo[d]thiazol-2-yl)-4-(pyridin-2-ylmethylene)-piperidine-1-carboxamide). Conditions: time 16 hour. Reported procedure: The compound (50 mg, 116 μmol) obtained in Example 1 and 3-(4,4,5,5-tetramethyl-1,3,2-dioxaborolan-2-yl)pyridine (119 mg, 580 μmol) were dissolved in dimethoxyethane (3 mL), under a nitrogen atmosphere, a 2N sodium carbonate aqueous solution (350 μL, 700 μmol) and tetrakis(triphenylphosphine)palladium(0) (26.8 mg, 23.2 μmol) were added thereto, followed by stirring for 16 hours while heating under reflux. A saturated ammonium chloride aqueous solution was added to the resulting mixture to stop t... Yield: 53.0%. RXN SMILES: Br[C:2]1[CH:26]=[CH:25][C:5]2[N:6]=[C:7]([NH:9][C:10]([N:12]3[CH2:17][CH2:16][C:15](=[CH:18][C:19]4[CH:24]=[CH:23][CH:22]=[CH:21][N:20]=4)[CH2:14][CH2:13]3)=[O:11])[S:8][C:4]=2[CH:3]=1.CC1(C)C(C)(C)OB([C:35]2[CH:36]=[N:37][CH:38]=[CH:39][CH:40]=2)O1.C(=O)([O-])[O-].[Na+].[Na+].[Cl-].[NH4+]>C(COC)OC.C1C=CC([P]([Pd]([P](C2C=CC=CC=2)(C2C=CC=CC=2)C2C=CC=CC=2)([P](C2C=CC=CC=2)(C2C=CC=CC=2)C2C=CC=CC=2)[P](C2C=CC=CC=2)(C2C=CC=CC=2)C2C=CC=CC=2)(C2C=CC=CC=2)C2C=CC=CC=2)=CC=1>[N:37]1[CH:38]=[CH:39][CH:40]=[C:35]([C:2]2[CH:26]=[CH:25][C:5]3[N:6]=[C:7]([NH:9][C:10]([N:12]4[CH2:17][CH2:16][C:15](=[CH:18][C:19]5[CH:24]=[CH:23][CH:22]=[CH:21][N:20]=5)[CH2:14][CH2:13]4)=[O:11])[S:8][C:4]=3[CH:3]=2)[CH:36]=1 |f:2.3.4,5.6,^1:59,61,80,99|. The reactants are C([O-])([O-])=O.[Na+].[Na+] (sodium carbonate), [Cl-].[NH4+] (ammonium chloride), BrC1=CC2=C(N=C(S2)NC(=O)N2CCC(CC2)=CC2=NC=CC=C2)C=C1 (N-(6-bromobenzo[d]thiazol-2-yl)-4-(pyridin-2-ylmethylene)-piperidine-1-carboxamide), CC1(OB(OC1(C)C)C=1C=NC=CC1)C (3-(4,4,5,5-tetramethyl-1,3,2-dioxaborolan-2-yl)pyridine). Solvent: C(OC)COC (dimethoxyethane). The reactants are C(O)([O-])=O.[Na+] (sodium hydrogen carbonate), C(C)C1=C(C(=CC(=C1)C)CC)C=1C(N(N=C(C1S(=O)(=O)C1=CC=C(C=C1)C)CO)C)=O (4-(2,6-diethyl-4-methylphenyl)-6-hydroxymethyl-5-(4-methylphenylsulfonyl)-2-methyl-3(2H)-pyridazinone), C(C)(C)N(CC)C(C)C (diisopropylethylamine), COCCl (chloromethyl methyl ether). The solvent is C1CCOC1 (THF). The product is C(C)C1=C(C(=CC(=C1)C)CC)C=1C(N(N=C(C1S(=O)(=O)C1=CC=C(C=C1)C)COCOC)C)=O (4-(2,6-diethyl-4-methylphenyl)-6-methoxymethoxymethyl-5-(4-methylphenylsulfonyl)-2-methyl-3(2H)-pyridazinone). The yield is 79.9%. RXN SMILES: [CH2:1]([C:3]1[CH:8]=[C:7]([CH3:9])[CH:6]=[C:5]([CH2:10][CH3:11])[C:4]=1[C:12]1[C:13](=[O:31])[N:14]([CH3:30])[N:15]=[C:16]([CH2:28][OH:29])[C:17]=1[S:18]([C:21]1[CH:26]=[CH:25][C:24]([CH3:27])=[CH:23][CH:22]=1)(=[O:20])=[O:19])[CH3:2].C(N(C(C)C)CC)(C)C.[CH3:41][O:42][CH2:43]Cl.C(=O)([O-])O.[Na+]>C1COCC1>[CH2:1]([C:3]1[CH:8]=[C:7]([CH3:9])[CH:6]=[C:5]([CH2:10][CH3:11])[C:4]=1[C:12]1[C:13](=[O:31])[N:14]([CH3:30])[N:15]=[C:16]([CH2:28][O:29][CH2:41][O:42][CH3:43])[C:17]=1[S:18]([C:21]1[CH:22]=[CH:23][C:24]([CH3:27])=[CH:25][CH:26]=1)(=[O:20])=[O:19])[CH3:2] |f:3.4|. Reported procedure: To a solution of 4-(2,6-diethyl-4-methylphenyl)-6-hydroxymethyl-5-(4-methylphenylsulfonyl)-2-methyl-3(2H)-pyridazinone (2.40 g, 5.45 mmol) and diisopropylethylamine (10 ml, 57.4 mmol) in THF (20 ml) was added chloromethyl methyl ether (2.4 ml, 31.6 mmol), and refluxed for 4 hours. After the reaction solution was cooled to room temperature, to the reaction solution was added saturated aqueous sodium hydrogen carbonate solution, and extracted with ethyl acetate 2 times. The combined organic layer ... Starting materials: CCCCCCc1ccc(C(=O)Cl)cc1, Cl, NCC(=O)O, [Na+], C1COCCO1, [OH-], O. Product: CCCCCCc1ccc(C(=O)NCC(=O)O)cc1. Reaction SMILES: [CH2:8]([CH2:9][CH2:10][CH2:11][CH2:12][CH3:13])[c:14]1[cH:15][cH:16][c:17]([C:18](=[O:19])[Cl:20])[cH:21][cH:22]1.[ClH:23].[NH2:1][CH2:2][C:3]([OH:4])=[O:5].[Na+:7].[O:25]1[CH2:26][CH2:27][O:28][CH2:29][CH2:30]1.[OH-:6].[OH2:24]>>[NH:1]([CH2:2][C:3]([OH:4])=[O:5])[C:18]([c:17]1[cH:16][cH:15][c:14]([CH2:8][CH2:9][CH2:10][CH2:11][CH2:12][CH3:13])[cH:22][cH:21]1)=[O:19]. Starting materials: ClCCC(=O)C1=CC=C(C=C1)Br (4-(3-Chloropropanoyl)bromobenzene), [Cl-].[Al+3].[Cl-].[Cl-] (aluminium chloride), [Cl-].[Na+] (sodium chloride). Solvent: C(C)(=O)O (acetic acid). Yields the product BrC=1C=C2CCC(C2=CC1)=O (5-bromoindan-1-one). Yield: 42.7%. As a reaction SMILES: Cl[CH2:2][CH2:3][C:4]([C:6]1[CH:11]=[CH:10][C:9]([Br:12])=[CH:8][CH:7]=1)=[O:5].[Cl-].[Al+3].[Cl-].[Cl-].[Cl-].[Na+]>C(O)(=O)C>[Br:12][C:9]1[CH:8]=[C:7]2[C:6](=[CH:11][CH:10]=1)[C:4](=[O:5])[CH2:3][CH2:2]2 |f:1.2.3.4,5.6|. Procedure details: 4-(3-Chloropropanoyl)bromobenzene (ex. Lancaster) (24.7 g) added to aluminium chloride (100 g) and sodium chloride (25 g) at 180°. After 30 minutes at 180°-220° the mixture was poured onto ice and treated with acetic acid (30 ml). The resultant product was collected and taken up in ether, the organic solution was dried and concentrated and the residue recrystallised from methanol to give 5-bromoindan-1-one (9 g). Reactants: BrC1=C(C=O)C=C(C=C1)C(F)(F)F (2-bromo-5-(trifluoromethyl)benzaldehyde), C(C)N (ethylamine), C(#N)[BH3-].[Na+] (sodium cyanoborohydride), C(C)(=O)O (acetic acid). Run in CO (MeOH). Reaction conditions: time 4 day. Yields the product BrC1=C(CNCC)C=C(C=C1)C(F)(F)F ((2-bromo-5-trifluoromethyl-benzyl)-ethyl-amine). As a reaction SMILES: [Br:1][C:2]1[CH:9]=[CH:8][C:7]([C:10]([F:13])([F:12])[F:11])=[CH:6][C:3]=1[CH:4]=O.[CH2:14]([NH2:16])[CH3:15].C([BH3-])#N.[Na+].C(O)(=O)C>CO>[Br:1][C:2]1[CH:9]=[CH:8][C:7]([C:10]([F:13])([F:12])[F:11])=[CH:6][C:3]=1[CH2:4][NH:16][CH2:14][CH3:15] |f:2.3|. Procedure details: To 2-bromo-5-(trifluoromethyl)benzaldehyde (7.5 g, 29.6 mmol) in MeOH (80 mL) was added ethylamine (2M in MeOH; 30 mL, 60 mmol), sodium cyanoborohydride (3.7 g, 58.9 mmol), and acetic acid (1.7 mL, 26.2 mmol), and the reaction was stirred at room temperature for 4 days. The mixture was quenched with saturated aqueous NaHCO3 and extracted with CH2Cl2, and the combined organic layers were dried over MgSO4, filtered, and concentrated. The crude material was purified by silica gel chromatography (0-...